From a dataset of the Open Reaction Database (ORD), a public repository of structured organic reaction records. describe an organic reaction: reactants, conditions, products, and yield Reactants: CCCCBr, CCCCCc1ccc(-c2ccc(O)cn2)cc1, CCO, [K+], [OH-]. Product: CCCCCc1ccc(-c2ccc(OCCCC)cn2)cc1. As a reaction SMILES: [Br:19][CH2:20][CH2:21][CH2:22][CH3:23].[CH2:1]([CH2:2][CH2:3][CH2:4][CH3:5])[c:6]1[cH:7][cH:8][c:9](-[c:12]2[n:13][cH:14][c:15]([OH:18])[cH:16][cH:17]2)[cH:10][cH:11]1.[CH3:26][CH2:27][OH:28].[K+:25].[OH-:24]>>[CH2:1]([CH2:2][CH2:3][CH2:4][CH3:5])[c:6]1[cH:7][cH:8][c:9](-[c:12]2[n:13][cH:14][c:15]([O:18][CH2:20][CH2:21][CH2:22][CH3:23])[cH:16][cH:17]2)[cH:10][cH:11]1. Reactants: O=C(OC1CCc2[nH]c3ccccc3c2C1)c1ccccc1, O=C(OC1CCc2[nH]c3ccccc3c2C1)c1ccccc1, CN(C)CCCCl, CN(C)C=O, Cl, Cl, [H-], [Na+]. The product is CN(C)CCCn1c2c(c3ccccc31)CC(OC(=O)c1ccccc1)CC2. RXN SMILES: [C:1]([c:2]1[cH:3][cH:4][cH:5][cH:6][cH:7]1)(=[O:8])[O:9][CH:10]1[CH2:11][CH2:12][c:13]2[nH:14][c:15]3[cH:16][cH:17][cH:18][cH:19][c:20]3[c:21]2[CH2:22]1.[C:34]([O:35][CH:36]1[CH2:37][c:38]2[c:39]3[c:40]([cH:41][cH:42][cH:43][cH:44]3)[nH:45][c:46]2[CH2:47][CH2:48]1)(=[O:49])[c:50]1[cH:51][cH:52][cH:53][cH:54][cH:55]1.[CH3:25][N:26]([CH2:27][CH2:28][CH2:29][Cl:30])[CH3:31].[CH3:56][N:57]([CH3:58])[CH:59]=[O:60].[ClH:32].[ClH:33].[H-:23].[Na+:24]>>[C:1]([c:2]1[cH:3][cH:4][cH:5][cH:6][cH:7]1)(=[O:8])[O:9][CH:10]1[CH2:11][CH2:12][c:13]2[n:14]([CH2:29][CH2:28][CH2:27][N:26]([CH3:25])[CH3:31])[c:15]3[cH:16][cH:17][cH:18][cH:19][c:20]3[c:21]2[CH2:22]1.